This data is from the Open Reaction Database (ORD), a public repository of structured organic reaction records. The task is: describe an organic reaction: reactants, conditions, products, and yield The reactants are C([O-])(O)=O.[Na+] (sodium bicarbonate), CC(C(=O)OCC)C (ethyl 2-methylpropanoate), C1(CCC(=O)O1)=O (succinic acid anhydride), [Li+].CC(C)[N-]C(C)C.C1CCOC1.C(C)C1=CC=CC=C1.CCCCCCC (LDA THF ethylbenzene heptane). Solvent: C(C)(=O)OCC (ethyl acetate), C1CCOC1 (THF), C1CCOC1 (THF), O (water), C1CCOC1 (THF). Conditions: temperature -78 celsius, time 1 hour. The product is C(C)OC(C(C(CCC(=O)O)=O)(C)C)=O (6-ethoxy-5,5-dimethyl-4,6-dioxohexanoic acid). Yield: 68.5%. As a reaction SMILES: [Li+].CC([N-]C(C)C)C.C1COCC1.C(C1C=CC=CC=1)C.CCCCCCC.[CH3:29][CH:30]([CH3:36])[C:31]([O:33][CH2:34][CH3:35])=[O:32].[C:37]1(=[O:43])[O:42][C:40](=[O:41])[CH2:39][CH2:38]1.C(=O)(O)[O-].[Na+]>C1COCC1.C(OCC)(=O)C.O>[CH2:34]([O:33][C:31](=[O:32])[C:30]([CH3:36])([CH3:29])[C:40](=[O:41])[CH2:39][CH2:38][C:37]([OH:42])=[O:43])[CH3:35] |f:0.1.2.3.4,7.8|. Procedure: To dehydrated THF (20 mL) was added a 2.0M LDA/THF-ethylbenzene-heptane solution (7.88 mL), this was cooled to around −78° C. in a dry ice-methanol bath, and a solution of ethyl 2-methylpropanoate (1.74 g) in dehydrated THF (5 mL) was slowly added dropwise. After the mixture was stirred at around −78° C. for 1 hour, this solution was added dropwise to a suspension of succinic acid anhydride (1.50 g) in dehydrated THF (5 mL) over 5 minutes under an ice bath. After stirred at the same temperature ... Reactants: Br, NCCc1ccccc1, Cl, Nc1nc(N)c2nc(CBr)cnc2n1, [Na+], [OH-], O. Yields the product Nc1nc(N)c2nc(CNCCc3ccccc3)cnc2n1. As a reaction SMILES: [BrH:1].[CH2:16]([CH2:17][c:18]1[cH:19][cH:20][cH:21][cH:22][cH:23]1)[NH2:24].[ClH:25].[NH2:2][c:3]1[n:4][c:5]2[n:6][cH:7][c:8]([CH2:14][Br:15])[n:9][c:10]2[c:11]([NH2:13])[n:12]1.[Na+:27].[OH-:26].[OH2:28]>>[NH2:2][c:3]1[n:4][c:5]2[n:6][cH:7][c:8]([CH2:14][NH:24][CH2:16][CH2:17][c:18]3[cH:19][cH:20][cH:21][cH:22][cH:23]3)[n:9][c:10]2[c:11]([NH2:13])[n:12]1.